Dataset: the Open Reaction Database (ORD), a public repository of structured organic reaction records. Task: describe an organic reaction: reactants, conditions, products, and yield Starting materials: CC(=O)OC(C)=O, ClCCl, OCCN1CCNCC1. The product is CC(=O)N1CCN(CCO)CC1. RXN SMILES: [C:10]([CH3:11])(=[O:12])[O:13][C:14](=[O:15])[CH3:16].[Cl:17][CH2:18][Cl:19].[N:1]1([CH2:7][CH2:8][OH:9])[CH2:2][CH2:3][NH:4][CH2:5][CH2:6]1>>[N:1]1([CH2:7][CH2:8][OH:9])[CH2:2][CH2:3][N:4]([C:10]([CH3:11])=[O:12])[CH2:5][CH2:6]1. Reported procedure: To 118 ml. (190 mmole) of 1.6M methyllithium in tetrahydrofuran, cooled under N2 to -78° C., was added over 30 minutes title product of the preceding Preparation (16 g., 95 mmole) in 100 ml. ether. After 30 minutes at -78° C., the reaction mixture was warmed slowly to room temperature, stirred for 1 hour, quenched by slowly adding 50 ml. 1N HCl, stirred 15 minutes, poured into 500 ml. water and extracted 3×150 ml. ether. The combined ether extracts were washed 1×50 ml. H2O, 1×50 ml. saturated Na... Yields the product CC1=C(CCCC1)C=O (2-Methyl-1-cyclohexene-1-carbaldehyde). Starting materials: C[Li] (methyllithium), O1CCCC1 (tetrahydrofuran). As a reaction SMILES: C[Li].[O:3]1[CH2:7][CH2:6][CH2:5][CH2:4]1>>[CH3:4][C:5]1[CH2:7][CH2:6][CH2:5][CH2:4][C:6]=1[CH:7]=[O:3]. RXN SMILES: [C:1]([CH3:2])([CH3:3])([CH3:4])[O:5][C:6]([NH:7][c:8]1[c:9]([CH3:16])[cH:10][cH:11][c:12]([O:14][CH3:15])[cH:13]1)=[O:17].[CH2:27]1[O:28][CH2:29][CH2:30][CH2:31]1.[CH:18]([Li:19])([CH2:20][CH3:21])[CH3:22].[CH:23]([CH2:24][CH3:25])=[O:26]>>[C:1]([CH3:2])([CH3:3])([CH3:4])[O:5][C:6]([NH:7][c:8]1[c:9]([CH2:16][CH:23]([CH2:24][CH3:25])[OH:26])[cH:10][cH:11][c:12]([O:14][CH3:15])[cH:13]1)=[O:17]. Product: CCC(O)Cc1ccc(OC)cc1NC(=O)OC(C)(C)C. Reactants: COc1ccc(C)c(NC(=O)OC(C)(C)C)c1, C1CCOC1, [Li]C(C)CC, CCC=O. Starting materials: [H-].[Na+] (NaH), ClC=1C=CC2=C(N=CC3=C(N2Cl)C=CC=C3)C1 (8,5-dichloro-5H-dibenzo[b,e][1,4]diazepine), N1CCNCC1 (piperazine), Cl (HCl), CI (MeI). Run in C1(=CC=CC=C1)C (toluene), CN(C)C=O (DMF), CCOC(=O)C (EtOAc). Conditions: time 1 hour. Product: ClC=1C=CC2=C(N=C(C3=C(N2C)C=CC=C3)N3CCNCC3)C1 (8-Chloro-5-methyl-11-(piperazin-1-yl)-5H-dibenzo[b,e][1,4]diazepine). Isolated yield 54.8%. Reaction SMILES: [H-].[Na+].[Cl:3][C:4]1[CH:5]=[CH:6][C:7]2[N:13](Cl)[C:12]3[CH:15]=[CH:16][CH:17]=[CH:18][C:11]=3[CH:10]=[N:9][C:8]=2[CH:19]=1.[CH3:20]I.[NH:22]1[CH2:27][CH2:26][NH:25][CH2:24][CH2:23]1.Cl>C1(C)C=CC=CC=1.CN(C=O)C.CCOC(C)=O>[Cl:3][C:4]1[CH:5]=[CH:6][C:7]2[N:13]([CH3:20])[C:12]3[CH:15]=[CH:16][CH:17]=[CH:18][C:11]=3[C:10]([N:22]3[CH2:27][CH2:26][NH:25][CH2:24][CH2:23]3)=[N:9][C:8]=2[CH:19]=1 |f:0.1|. Procedure details: NaH (12 mg, 0.29 mmol, 60% in mineral oil) was added to a mixture of 8,5-dichloro-5H-dibenzo[b,e][1,4]diazepine (160FE64) (50 mg, 0.19 mmol) in toluene (1.5 mL) and DMF (0.5 mL). MeI (24 μL, 0.38 mmol) was then added. The resulting mixture was stirred for 1 h then quenched by addition of saturated aqueous NaHCO3-solution (2 mL). The mixture was extracted with diethyl ether, and the combined organic phases were dried (Na2SO4) and concentrated. The residue was taken up in toluene (2.0 mL), piperaz... Reactants: CCN(C(C)C)C(C)C, ClCCl, CS(=O)(=O)Cl, OCCc1cc2ccccc2s1. Product: CS(=O)(=O)OCCc1cc2ccccc2s1. Reaction SMILES: [CH:13]([N:14]([CH2:15][CH3:16])[CH:17]([CH3:18])[CH3:19])([CH3:20])[CH3:21].[Cl:27][CH2:28][Cl:29].[S:22](=[O:23])(=[O:24])([CH3:25])[Cl:26].[s:1]1[c:2]2[c:3]([cH:4][c:5]1[CH2:6][CH2:7][OH:8])[cH:9][cH:10][cH:11][cH:12]2>>[s:1]1[c:2]2[c:3]([cH:4][c:5]1[CH2:6][CH2:7][O:8][S:22](=[O:23])(=[O:24])[CH3:25])[cH:9][cH:10][cH:11][cH:12]2.